Dataset: the Open Reaction Database (ORD), a public repository of structured organic reaction records. Task: describe an organic reaction: reactants, conditions, products, and yield Starting materials: C(C(=C)CC(=O)OC)(=O)OC (dimethyl itaconate), [H][H] (hydrogen), [H][H] (hydrogen). Solvent: [B-](F)(F)(F)F.C1C2C=CC1C=C2.C1C2C=CC1C=C2.[Rh] (Rh(nbd)2BF4), PP (diphosphine), C1(=CC=CC=C1)C.CO (toluene MeOH), CO (MeOH). Yields the product CC(C(=O)OC)CC(=O)OC (Dimethyl 2-methylsuccinate). RXN SMILES: [C:1]([O:10][CH3:11])(=[O:9])[C:2]([CH2:4][C:5]([O:7][CH3:8])=[O:6])=[CH2:3].[H][H]>[B-](F)(F)(F)F.C1C2C=CC1C=C2.C1C2C=CC1C=C2.[Rh].PP.C1(C)C=CC=CC=1.CO.CO>[CH3:3][CH:2]([CH2:4][C:5]([O:7][CH3:8])=[O:6])[C:1]([O:10][CH3:11])=[O:9] |f:2.3.4.5,7.8|. Procedure: In a 50 ml Schlenk vessel, Rh(nbd)2BF4 (4.7 mg, 1 mol %) and the diphosphine ligand (1 mol %) were dissolved in toluene/MeOH (6 ml, 5:1) under argon. After all of the rhodium complex had gone into solution, dimethyl itaconate (200 mg, 1.26 mmol) dissolved in MeOH (4 ml) was added. The Schlenk vessel was subsequently connected via a three-way stopcock with a hydrogen balloon and an oil pump and the inert gas atmosphere was replaced by hydrogen. The reaction mixture was stirred at room temperature... Reagents/catalysts: C1=CC=C(C=C1)P([C-]2C=CC=C2)C3=CC=CC=C3.C1=CC=C(C=C1)P([C-]2C=CC=C2)C3=CC=CC=C3.Cl[Pd]Cl.[Fe+2] (PdCl2(dppf)). Conditions: temperature 75 celsius, time 30 minute. As a reaction SMILES: Cl[C:2]1[N:7]=[C:6]([N:8]([CH2:28][CH2:29][CH3:30])[CH2:9][CH2:10][CH2:11][O:12][C:13]2[CH:14]=[C:15]3[C:19](=[CH:20][CH:21]=2)[C@H:18]([CH2:22][C:23]([O:25]CC)=[O:24])[CH2:17][CH2:16]3)[C:5]([CH3:31])=[CH:4][N:3]=1.[CH2:32]([C:34]1[CH:39]=[CH:38][C:37](B(O)O)=[CH:36][CH:35]=1)[CH3:33].C(Cl)Cl.C([O-])([O-])=O.[Na+].[Na+].[Li+].[OH-].Cl>C1C=CC(P(C2C=CC=CC=2)[C-]2C=CC=C2)=CC=1.C1C=CC(P(C2C=CC=CC=2)[C-]2C=CC=C2)=CC=1.Cl[Pd]Cl.[Fe+2].O1CCOCC1.C1(C)C=CC=CC=1>[CH2:32]([C:34]1[CH:39]=[CH:38][C:37]([C:2]2[N:7]=[C:6]([N:8]([CH2:28][CH2:29][CH3:30])[CH2:9][CH2:10][CH2:11][O:12][C:13]3[CH:14]=[C:15]4[C:19](=[CH:20][CH:21]=3)[C@H:18]([CH2:22][C:23]([OH:25])=[O:24])[CH2:17][CH2:16]4)[C:5]([CH3:31])=[CH:4][N:3]=2)=[CH:36][CH:35]=1)[CH3:33] |f:3.4.5,6.7,9.10.11.12|. The yield is 21.4%. Procedure details: To a mixture of toluene (2.8 mL) and 1,4-dioxane (0.56 mL) were added ethyl ((1S)-5-{3-[(2-chloro-5-methyl-4-pyrimidinyl)(propyl)amino]propoxy}-2,3-dihydro-1H-inden-1-yl)acetate (Example 409, 50 mg, 0.11 mmol), 4-ethylphenyl boronic acid (67.3 mg, 0.45 mmol), and PdCl2(dppf).CH2Cl2 (8.2 mg, 0.01 mmol). A flow of argon was passed through the reaction mixture for 30 min, then Na2CO3 (0.56 mL, 1.12 mmol, 2 M aqueous solution) was added, and the reaction was stirred at 75° C. for 18 h. The reaction ... Run in O1CCOCC1 (1,4-dioxane), C1(=CC=CC=C1)C (toluene). Starting materials: ClC1=NC=C(C(=N1)N(CCCOC=1C=C2CC[C@H](C2=CC1)CC(=O)OCC)CCC)C (ethyl ((1S)-5-{3-[(2-chloro-5-methyl-4-pyrimidinyl)(propyl)amino]propoxy}-2,3-dihydro-1H-inden-1-yl)acetate), C(C)C1=CC=C(C=C1)B(O)O (4-ethylphenyl boronic acid), C(=O)([O-])[O-].[Na+].[Na+] (Na2CO3), [Li+].[OH-] (LiOH), C(Cl)Cl (CH2Cl2), Cl (HCl). The product is C(C)C1=CC=C(C=C1)C1=NC=C(C(=N1)N(CCCOC=1C=C2CC[C@H](C2=CC1)CC(=O)O)CCC)C (((1S)-5-{3-[[2-(4-ethylphenyl)-5-methyl-4-pyrimidinyl](propyl)amino]propoxy}-2,3-dihydro-1H-inden-1-yl)acetic acid). The reactants are ClC1(C2=NCN([C@H]3[C@H](O)[C@H](O)[C@@H](CO)O3)C2=NC=N1)N (6-chloroadenosine), C1(CCCCC1)N (cyclohexylamine). Solvent: C(C)O (ethanol). Yields the product C1(CCCCC1)NC=1C=2N=CN([C@H]3[C@H](O)[C@H](O)[C@@H](CO)O3)C2N=CN1 (N6-cyclohexyladenosine). The yield is 87.6%. As a reaction SMILES: Cl[C:2]1([NH2:20])[N:19]=[CH:18][N:17]=[C:16]2[C:3]1=[N:4][CH2:5][N:6]2[C@@H:7]1[O:15][C@H:12]([CH2:13][OH:14])[C@@H:10]([OH:11])[C@H:8]1[OH:9].[CH:21]1(N)[CH2:26][CH2:25][CH2:24][CH2:23][CH2:22]1>C(O)C>[CH:21]1([NH:20][C:2]2[C:3]3[N:4]=[CH:5][N:6]([C:16]=3[N:17]=[CH:18][N:19]=2)[C@@H:7]2[O:15][C@H:12]([CH2:13][OH:14])[C@@H:10]([OH:11])[C@H:8]2[OH:9])[CH2:26][CH2:25][CH2:24][CH2:23][CH2:22]1. Procedure: A solution of 6-chloroadenosine (2.58 g) and cyclohexylamine (5 g) in ethanol (20 ml) was heated at reflux for 6 hours then cooled to room temperature. The reaction mixture was concentrated in vacuo and the resultant residue was diluted with water (50 ml) and ethyl acetate (300 ml). The organic layer was separated and the aqueous layer was extracted with ethyl acetate (2×50 ml). The combined organic layers were washed with water (1×30 ml), dried over sodium sulfate, concentrated in vacuo and dri... Reactants: CN(C)C=O, O=C(Cl)C(=O)Cl, O=C(O)c1cnc(Cl)cc1Cl, [NH4+], [OH-], O. Product: NC(=O)c1cnc(Cl)cc1Cl. RXN SMILES: [CH3:20][N:21]([CH3:22])[CH:23]=[O:24].[Cl:1][C:2]([C:3]([Cl:4])=[O:5])=[O:6].[Cl:7][c:8]1[cH:9][c:10]([Cl:17])[n:11][cH:12][c:13]1[C:14](=[O:15])[OH:16].[NH4+:19].[OH-:18].[OH2:25]>>[Cl:7][c:8]1[cH:9][c:10]([Cl:17])[n:11][cH:12][c:13]1[C:14](=[O:15])[NH2:19]. Reactants: C([O-])(O)=O.[Na+] (sodium bicarbonate), S1(NCC(C2=C1SC=C2)O)(=O)=O (3,4-Dihydro-2H-thieno[3,2-e]-1,2-thiazine-4-ol 1,1-dioxide), C1CCOC1 (THF), C(=C)OCC (Ethyl vinyl ether), C1(=CC=C(C=C1)S(=O)(=O)O)C (para-toluenesulfonic acid). Conditions: temperature 0 celsius, time 1 hour. Product: C(C)OC(C)OC1CN(S(C2=C1C=CS2)(=O)=O)C(C)OCC (4-(1-Ethoxyethoxy)-2-(1-ethoxyethyl)-3,4-dihydro-2H-thieno[3,2-e]-1,2-thiazine 1,1-dioxide). The yield is 78.0%. As a reaction SMILES: [S:1]1(=[O:12])(=[O:11])[C:6]2[S:7][CH:8]=[CH:9][C:5]=2[CH:4]([OH:10])[CH2:3][NH:2]1.C1(C)C=CC(S(O)(=O)=O)=CC=1.[CH:24]([O:26][CH2:27][CH3:28])=[CH2:25].C(=O)(O)[O-].[Na+].[CH2:34]1[CH2:38][O:37][CH2:36][CH2:35]1>>[CH2:24]([O:26][CH:27]([O:10][CH:4]1[C:5]2[CH:9]=[CH:8][S:7][C:6]=2[S:1](=[O:12])(=[O:11])[N:2]([CH:36]([O:37][CH2:38][CH3:34])[CH3:35])[CH2:3]1)[CH3:28])[CH3:25] |f:3.4|. Procedure details: A solution of the product from Step C (106.9 g, 0.521 mol) in THF (360 mL) was cooled to 0° C. and para-toluenesulfonic acid (3.6 g) was added. Ethyl vinyl ether (250 mL, 2.6 mol) was added over a period of 1.75 hr while maintaining the temperature of the reaction mixture below 5° C. The yellow solution was stirred at 0° C. for 1 hr, a saturated aqueous sodium bicarbonate solution (400 mL) was added and this mixture was extracted with ethyl acetate (3×250 ml). The combined extracts were dried (N... Starting materials: BrC=1C=C(COC2CCN(CC2)C(CCC(C#N)(C2=CC=CC=C2)C2=CC=CC=C2)(C)C)C=CC1 (5-{4-[(3-Bromobenzyl)oxy]piperidin-1-yl}-5-methyl-2,2-diphenylhexanenitrile), OC=1C=C(C=CC1)B(O)O (3-hydroxyphenylboronic acid), C([O-])([O-])=O.[Na+].[Na+] (sodium carbonate). The reagents and catalysts are C1=CC=C(C=C1)P([C-]2C=CC=C2)C3=CC=CC=C3.C1=CC=C(C=C1)P([C-]2C=CC=C2)C3=CC=CC=C3.Cl[Pd]Cl.[Fe+2] (1,1′-Bis (diphenylphosphino)ferrocenedichloro palladium(II)). Solvent: O1CCCC1 (tetrahydrofuran), O (water). Conditions: temperature 60 celsius. The product is N (ammonia), OC=1C=C(C=CC1)C1=CC(=CC=C1)COC1CCN(CC1)C(CCC(C#N)(C1=CC=CC=C1)C1=CC=CC=C1)(C)C (5-{4-[(3′-hydroxybiphenyl-3-yl)methoxy]piperidin-1-yl}-5-methyl-2,2-diphenylhexanenitrile). As a reaction SMILES: Br[C:2]1[CH:3]=[C:4]([CH:33]=[CH:34][CH:35]=1)[CH2:5][O:6][CH:7]1[CH2:12][CH2:11][N:10]([C:13]([CH3:32])([CH3:31])[CH2:14][CH2:15][C:16]([C:25]2[CH:30]=[CH:29][CH:28]=[CH:27][CH:26]=2)([C:19]2[CH:24]=[CH:23][CH:22]=[CH:21][CH:20]=2)[C:17]#[N:18])[CH2:9][CH2:8]1.[OH:36][C:37]1[CH:38]=[C:39](B(O)O)[CH:40]=[CH:41][CH:42]=1.C(=O)([O-])[O-].[Na+].[Na+]>O1CCCC1.O.C1C=CC(P(C2C=CC=CC=2)[C-]2C=CC=C2)=CC=1.C1C=CC(P(C2C=CC=CC=2)[C-]2C=CC=C2)=CC=1.Cl[Pd]Cl.[Fe+2]>[NH3:10].[OH:36][C:37]1[CH:42]=[C:41]([C:2]2[CH:35]=[CH:34][CH:33]=[C:4]([CH2:5][O:6][CH:7]3[CH2:12][CH2:11][N:10]([C:13]([CH3:31])([CH3:32])[CH2:14][CH2:15][C:16]([C:19]4[CH:20]=[CH:21][CH:22]=[CH:23][CH:24]=4)([C:25]4[CH:26]=[CH:27][CH:28]=[CH:29][CH:30]=4)[C:17]#[N:18])[CH2:9][CH2:8]3)[CH:3]=2)[CH:40]=[CH:39][CH:38]=1 |f:2.3.4,7.8.9.10|. Reported procedure: 1,1′-Bis (diphenylphosphino)ferrocenedichloro palladium(II) (8 mg, 0.09 mmol) was added to a suspension of the product of example 87 (100 mg, 0.19 mmol), 3-hydroxyphenylboronic acid (52 mg, 0.038 mmol) and sodium carbonate (40 mg, 0.038 mmol) in tetrahydrofuran (5 mL) and water (1 mL) and the mixture was heated at 60° C. for 12 hours. The suspension was allowed to cool to room temperature and then evaporated to dryness under reduced pressure. The residue was purified by chromatography on silica ... The reactants are Br, COC(=O)C1CC2(CN1C(=O)OCc1ccccc1)SCCS2, CCOCC, CC(=O)O. Yields the product Br, COC(=O)C1CC2(CN1)SCCS2. RXN SMILES: [BrH:29].[CH3:1][O:2][C:3](=[O:4])[CH:5]1[N:6]([C:14]([O:15][CH2:16][c:17]2[cH:18][cH:19][cH:20][cH:21][cH:22]2)=[O:23])[CH2:7][C:8]2([S:9][CH2:10][CH2:11][S:12]2)[CH2:13]1.[CH3:24][CH2:25][O:26][CH2:27][CH3:28].[CH3:30][C:31](=[O:32])[OH:33]>>[BrH:29].[CH3:1][O:2][C:3](=[O:4])[CH:5]1[NH:6][CH2:7][C:8]2([S:9][CH2:10][CH2:11][S:12]2)[CH2:13]1.